This data is from the Open Reaction Database (ORD), a public repository of structured organic reaction records. The task is: describe an organic reaction: reactants, conditions, products, and yield The reactants are C(C)(=O)OCC (ethyl acetate), C1(=CC=CC=C1)C=1C=C(C=CC1)C(C)N=C=O (1-(3-phenylphenyl)ethylisocyanate), CN(N)C (N,N-dimethylhydrazine). Solvent: C1(=CC=CC=C1)C (toluene). Conditions: time 1.5 hour. Yields the product CN(NC(=O)NC(C)C1=CC(=CC=C1)C1=CC=CC=C1)C (1,1-dimethyl-4-{1-(3-phenylphenyl)ethyl}semicarbazide). Yield: 78.8%. RXN SMILES: [C:1]1([C:7]2[CH:8]=[C:9]([CH:13]([N:15]=[C:16]=[O:17])[CH3:14])[CH:10]=[CH:11][CH:12]=2)[CH:6]=[CH:5][CH:4]=[CH:3][CH:2]=1.[CH3:18][N:19]([CH3:21])[NH2:20].C(OCC)(=O)C>C1(C)C=CC=CC=1>[CH3:18][N:19]([CH3:21])[NH:20][C:16]([NH:15][CH:13]([C:9]1[CH:10]=[CH:11][CH:12]=[C:7]([C:1]2[CH:2]=[CH:3][CH:4]=[CH:5][CH:6]=2)[CH:8]=1)[CH3:14])=[O:17]. Reported procedure: To a solution of 2.29 g of 1-(3-phenylphenyl)ethylisocyanate in 8 ml of toluene was added dropwise 0.78 g (13 mmol) of N,N-dimethylhydrazine with ice-cooling. The mixture was removed from an ice bath and stirred for 1.5 hours. The reaction solution was concentrated, and the residue (2.89 g) was subjected to silica gel column chromatography (eluted with n-hexane:ethyl acetate=2:1and then 1:1 and then 1:2) to obtain 2.29 g (8.08 mmol) of 1,1-dimethyl-4-{1-(3-phenylphenyl)ethyl}semicarbazide as a v... The reactants are C(C)(C)NC1=NC2=C(N1C)C=CC(=C2)[N+](=O)[O-] (isopropyl-(1-methyl-5-nitro-1H-benzimidazol-2-yl)-amine), NN (hydrazine). The reagents and catalysts are [Pd] (Pd/C). Run in C(C)O (ethanol). Run at temperature 80 celsius. Product: C(C)(C)NC1=NC2=C(N1C)C=CC(=C2)N (N2-isopropyl-1-methyl-1H-benzimidazole-2,5-diamine). RXN SMILES: [CH:1]([NH:4][C:5]1[N:9]([CH3:10])[C:8]2[CH:11]=[CH:12][C:13]([N+:15]([O-])=O)=[CH:14][C:7]=2[N:6]=1)([CH3:3])[CH3:2].NN>C(O)C.[Pd]>[CH:1]([NH:4][C:5]1[N:9]([CH3:10])[C:8]2[CH:11]=[CH:12][C:13]([NH2:15])=[CH:14][C:7]=2[N:6]=1)([CH3:3])[CH3:2]. Procedure details: To a solution of isopropyl-(1-methyl-5-nitro-1H-benzimidazol-2-yl)-amine (2.15 g, 9.2 mmol) and 10% Pd/C (500 mg) in ethanol (60 ml) was added hydrazine (5 ml) and the reaction was heated to 80° C. After TLC showed the starting material to be consumed, the reaction was cooled to rt and passed through a plug of celite. The filtrate was concentrated to give the title compound as an off-white solid. 1H NMR (300 MHz, d6-DMSO) δ 6.75 (d, J=8.1 Hz, 1H), 6.45 (d, J=1.8 Hz, 1H), 6.20 (dd, J=8.1 and 2.1 ... The reactants are CC(C)(C)C(=O)OCCl, CC#N, CCN1C(=O)C(C(=O)O)C(=O)c2cc(Nn3c(C)ccc3C)c(Cl)cc21, C1CCC2=NCCCN2CC1. The product is CCN1C(=O)C(C(=O)OCOC(=O)C(C)(C)C)C(=O)c2cc(Nn3c(C)ccc3C)c(Cl)cc21. RXN SMILES: [C:38]([C:39]([CH3:40])([CH3:41])[CH3:42])(=[O:43])[O:44][CH2:45][Cl:46].[CH3:47][C:48]#[N:49].[Cl:12][c:13]1[c:14]([NH:30][n:31]2[c:32]([CH3:37])[cH:33][cH:34][c:35]2[CH3:36])[cH:15][c:16]2[c:21]([cH:22]1)[N:20]([CH2:23][CH3:24])[C:19](=[O:25])[CH:18]([C:26](=[O:27])[OH:28])[C:17]2=[O:29].[N:1]12[CH2:2][CH2:3][CH2:4][N:5]=[C:6]1[CH2:7][CH2:8][CH2:9][CH2:10][CH2:11]2>>[Cl:12][c:13]1[c:14]([NH:30][n:31]2[c:32]([CH3:37])[cH:33][cH:34][c:35]2[CH3:36])[cH:15][c:16]2[c:21]([cH:22]1)[N:20]([CH2:23][CH3:24])[C:19](=[O:25])[CH:18]([C:26](=[O:27])[O:28][CH2:45][O:44][C:38]([C:39]([CH3:40])([CH3:41])[CH3:42])=[O:43])[C:17]2=[O:29]. Starting materials: NC1=C(C(=O)O)C=CC(=C1)[C@@H](CCC)NC(=O)N1CC(NC[C@H](C1=O)CC1=C(C=CC(=C1)Cl)OC)=NOCC (2-amino-4-[(1R)-1-({[(6R)-6-(5-chloro-2-methoxybenzyl)-3-(ethoxyimino)-7-oxo-1,4-diazepan-1-yl]carbonyl}amino)butyl]benzoic acid), C(C)#N (acetonitrile), Cl (hydrochloric acid). Solvent: C(C)(=O)OCC (ethyl acetate). Reaction conditions: time 5 hour. The product is Cl.Cl.NC1=C(C(=O)O)C=CC(=C1)[C@@H](CCC)NC(=O)N1CC(NC[C@H](C1=O)CC1=C(C=CC(=C1)Cl)OC)=NOCC (2-amino-4-[(1R)-1-({[(6R)-6-(5-chloro-2-methoxybenzyl)-3-(ethoxyimino)-7-oxo-1,4-diazepan-1-yl]carbonyl}amino)butyl]benzoic acid di hydrochloride). Reaction SMILES: [NH2:1][C:2]1[CH:10]=[C:9]([C@H:11]([NH:15][C:16]([N:18]2[C:24](=[O:25])[C@H:23]([CH2:26][C:27]3[CH:32]=[C:31]([Cl:33])[CH:30]=[CH:29][C:28]=3[O:34][CH3:35])[CH2:22][NH:21][C:20](=[N:36][O:37][CH2:38][CH3:39])[CH2:19]2)=[O:17])[CH2:12][CH2:13][CH3:14])[CH:8]=[CH:7][C:3]=1[C:4]([OH:6])=[O:5].C(#N)C.[ClH:43]>C(OCC)(=O)C>[ClH:33].[ClH:43].[NH2:1][C:2]1[CH:10]=[C:9]([C@H:11]([NH:15][C:16]([N:18]2[C:24](=[O:25])[C@H:23]([CH2:26][C:27]3[CH:32]=[C:31]([Cl:33])[CH:30]=[CH:29][C:28]=3[O:34][CH3:35])[CH2:22][NH:21][C:20](=[N:36][O:37][CH2:38][CH3:39])[CH2:19]2)=[O:17])[CH2:12][CH2:13][CH3:14])[CH:8]=[CH:7][C:3]=1[C:4]([OH:6])=[O:5] |f:4.5.6|. Procedure: To the compound 102 (1.10 g) in an acetonitrile (44 ml) solution, a 4M hydrochloric acid in ethyl acetate solution (1.5 ml) was added, and the mixture was stirred at room temperature for 5 hours. The precipitated crystals were collected by filtration to obtain the title compound (1.03 g) as a colorless crystal.